From a dataset of the Open Reaction Database (ORD), a public repository of structured organic reaction records. describe an organic reaction: reactants, conditions, products, and yield The reactants are SCCS, CC(=O)C(Cl)C(=O)Nc1ccc(Cl)cc1, Cc1ccc(S(=O)(=O)O)cc1, c1ccccc1. Product: CC1=C(C(=O)Nc2ccc(Cl)cc2)SCCS1. Reaction SMILES: [CH2:16]([CH2:17][SH:18])[SH:19].[Cl:1][CH:2]([C:3](=[O:4])[NH:5][c:6]1[cH:7][cH:8][c:9]([Cl:12])[cH:10][cH:11]1)[C:13]([CH3:14])=[O:15].[c:20]1([CH3:21])[cH:22][cH:23][c:24]([S:25]([OH:26])(=[O:27])=[O:28])[cH:29][cH:30]1.[cH:31]1[cH:32][cH:33][cH:34][cH:35][cH:36]1>>[C:2]1([C:3](=[O:4])[NH:5][c:6]2[cH:7][cH:8][c:9]([Cl:12])[cH:10][cH:11]2)=[C:13]([CH3:14])[S:19][CH2:16][CH2:17][S:18]1. Reactants: NC1CCN(CC1)CC1CN2C=3C1=C(C=NC3C=CC2=O)Cl (4-[(4-amino-1-piperidinyl)methyl]-3-chloro-4,5-dihydro-7H-pyrrolo[3,2,1-de]-1,5-naphthyridin-7-one), FC1=CC(=CC2=C1OCCO2)C=O (8-fluoro-2,3-dihydro-1,4-benzodioxin-6-carboxaldehyde). Product: Cl.ClC=1C=NC=2C=CC(N3C2C1C(C3)CN3CCC(CC3)NCC3=CC1=C(OCCO1)C(=C3)F)=O (3-Chloro-4-[(4-{[(8-fluoro-2,3-dihydro-1,4-benzodioxin-6-yl)methyl]amino}-1-piperidinyl)methyl]-4,5-dihydro-7H-pyrrolo[3,2,1-de]-1,5-naphthyridin-7-one Hydrochloride). The yield is 56.0%. As a reaction SMILES: [NH2:1][CH:2]1[CH2:7][CH2:6][N:5]([CH2:8][CH:9]2[C:13]3=[C:14]([Cl:22])[CH:15]=[N:16][C:17]4[CH:18]=[CH:19][C:20](=[O:21])[N:11]([C:12]=43)[CH2:10]2)[CH2:4][CH2:3]1.[F:23][C:24]1[C:29]2[O:30][CH2:31][CH2:32][O:33][C:28]=2[CH:27]=[C:26]([CH:34]=O)[CH:25]=1>>[ClH:22].[Cl:22][C:14]1[CH:15]=[N:16][C:17]2[CH:18]=[CH:19][C:20](=[O:21])[N:11]3[CH2:10][CH:9]([CH2:8][N:5]4[CH2:6][CH2:7][CH:2]([NH:1][CH2:34][C:26]5[CH:25]=[C:24]([F:23])[C:29]6[O:30][CH2:31][CH2:32][O:33][C:28]=6[CH:27]=5)[CH2:3][CH2:4]4)[C:13]=1[C:12]=23 |f:2.3|. Reported procedure: The free base of the title compound was prepared from 4-[(4-amino-1-piperidinyl)methyl]-3-chloro-4,5-dihydro-7H-pyrrolo[3,2,1-de]-1,5-naphthyridin-7-one (32 mg) and 8-fluoro-2,3-dihydro-1,4-benzodioxin-6-carboxaldehyde (18.2 mg) according to the general method of Example 2(h) in 56% yield. Product: O1C(CCCC1)(C(=O)OCC)C(=O)OCC (diethyl tetrahydro-2H-pyran-2,2-dicarboxylate). Procedure details: A stirred suspension of 10% Pd—C (0.511 g, 0.480 mmol) in a solution of diethyl 2H-pyran-2,2(3H,6H)-dicarboxylate (2.74 g, 12.00 mmol) in EtOAc (50 mL) was hydrogenated under balloon pressure for 3 h. The suspension was filtered and the filtrate was evaporated to dryness to afford diethyl tetrahydro-2H-pyran-2,2-dicarboxylate as a clear oil. 1H NMR (400 MHz, CHLOROFORM-d) δ ppm 4.33-4.24 (m, 4H), 3.88-3.81 (m, 2H), 2.15-2.08 (m, 2H), 1.79-1.69 (m, 2H), 1.67-1.57 (m, 2H), 1.33-1.28 (m, 6H). Reagents/catalysts: [Pd] (Pd—C). Run at time 3 hour. The solvent is CCOC(=O)C (EtOAc). Reactants: O1C(CC=CC1)(C(=O)OCC)C(=O)OCC (diethyl 2H-pyran-2,2(3H,6H)-dicarboxylate). As a reaction SMILES: [O:1]1[CH2:6][CH:5]=[CH:4][CH2:3][C:2]1([C:12]([O:14][CH2:15][CH3:16])=[O:13])[C:7]([O:9][CH2:10][CH3:11])=[O:8]>CCOC(C)=O.[Pd]>[O:1]1[CH2:6][CH2:5][CH2:4][CH2:3][C:2]1([C:12]([O:14][CH2:15][CH3:16])=[O:13])[C:7]([O:9][CH2:10][CH3:11])=[O:8]. Starting materials: [Br-], CCCC[N+](CCCC)(CCCC)CCCC, CC1(C)CCCC2=C1C(=O)NS2(=O)=O, Cc1ccccc1, ClCSc1ccccc1. Product: CC1(C)CCCC2=C1C(=O)N(CSc1ccccc1)S2(=O)=O. Reaction SMILES: [Br-:24].[CH2:25]([N+:26]([CH2:27][CH2:28][CH2:29][CH3:30])([CH2:31][CH2:32][CH2:33][CH3:34])[CH2:35][CH2:36][CH2:37][CH3:38])[CH2:39][CH2:40][CH3:41].[CH3:1][C:2]1([CH3:14])[CH2:3][CH2:4][CH2:5][C:6]2=[C:7]1[C:8](=[O:13])[NH:9][S:10]2(=[O:11])=[O:12].[CH3:42][c:43]1[cH:44][cH:45][cH:46][cH:47][cH:48]1.[c:15]1([S:21][CH2:22][Cl:23])[cH:16][cH:17][cH:18][cH:19][cH:20]1>>[CH3:1][C:2]1([CH3:14])[CH2:3][CH2:4][CH2:5][C:6]2=[C:7]1[C:8](=[O:13])[N:9]([CH2:22][S:21][c:15]1[cH:16][cH:17][cH:18][cH:19][cH:20]1)[S:10]2(=[O:11])=[O:12]. The reactants are CC(C)C(C)O, [Cl-], Clc1cc(Cl)ncn1, [H-], [NH4+], [Na+], C1CCOC1. Product: CC(C)C(C)Oc1cc(Cl)ncn1. As a reaction SMILES: [CH3:3][CH:4]([CH:5]([CH3:6])[OH:7])[CH3:8].[Cl-:17].[Cl:9][c:10]1[n:11][cH:12][n:13][c:14]([Cl:16])[cH:15]1.[H-:1].[NH4+:18].[Na+:2].[O:19]1[CH2:20][CH2:21][CH2:22][CH2:23]1>>[CH3:3][CH:4]([CH:5]([CH3:6])[O:7][c:14]1[n:13][cH:12][n:11][c:10]([Cl:9])[cH:15]1)[CH3:8]. Starting materials: C1OC2=C3CCC(CC3=CC=C2O1)=O (5,6-methylendioxy-2-tetralone), [N+](=O)([O-])C1=C(C=O)C=C(C(=C1)OC)OC (2-nitro-4,5-dimethoxybenzaldehyde). Product: [N+](=O)([O-])C1=C(C=C2C(CCC3=C4C(=CC=C23)OCO4)=O)C=C(C(=C1)OC)OC (1-(2'-Nitro-4',5'-dimethoxybenzylidene)-5,6-methylenedioxy-2-tetralone). Reaction SMILES: [CH2:1]1[O:13][C:12]2[C:3](=[C:4]3[C:9](=[CH:10][CH:11]=2)[CH2:8][C:7](=[O:14])[CH2:6][CH2:5]3)[O:2]1.[N+:15]([C:18]1[CH:25]=[C:24]([O:26][CH3:27])[C:23]([O:28][CH3:29])=[CH:22][C:19]=1[CH:20]=O)([O-:17])=[O:16]>>[N+:15]([C:18]1[CH:25]=[C:24]([O:26][CH3:27])[C:23]([O:28][CH3:29])=[CH:22][C:19]=1[CH:20]=[C:8]1[C:9]2[C:4](=[C:3]3[O:2][CH2:1][O:13][C:12]3=[CH:11][CH:10]=2)[CH2:5][CH2:6][C:7]1=[O:14])([O-:17])=[O:16]. Procedure: Prepared from 5,6-methylendioxy-2-tetralone and 2-nitro-4,5-dimethoxybenzaldehyde; mp 66-68° C.: IR (Nujol): 1710, 1553; 1H NMR: δ2.98 (2H, t), 3.19 (2H, t), 4.02 (3H, s), 4.03 (3H, s), 6.03 (2H, s), 6.82 (1H, d, J=8.1), 7.07 (1H, s), 7.29 (1H, d, J=8.1), 7.49 (1H, s), 8.20 (1H, s); 13C NMR: δ21.8, 30.8, 56.5, 56.7, 101.8, 105.7, 107.6, 117.9, 119.1, 123.9, 125.9, 126.9, 128.7, 143.4, 145.4, 147.7, 150.1, 152.9, 156.1, 176.4; Anal. (C20H17NO7) C, H, N.